This data is from the Open Reaction Database (ORD), a public repository of structured organic reaction records. The task is: describe an organic reaction: reactants, conditions, products, and yield Starting materials: Cl (hydrochloric acid), [Na] (sodium), C1(=CC=CC=C1)S (thiophenol), C(C)OC(CBr)OCC (bromoacetaldehyde diethyl acetal), O1CCCC1 (tetrahydrofuran). Solvent: O (water), C(C)O (ethanol). The product is C1(=CC=CC=C1)CC=S (Phenylthioacetaldehyde). Reaction SMILES: [Na].[C:2]1([SH:8])C=CC=C[CH:3]=1.[CH2:9](OC(OCC)CBr)[CH3:10].Cl.O1[CH2:23][CH2:22][CH2:21][CH2:20]1>C(O)C.O>[C:20]1([CH2:3][CH:2]=[S:8])[CH:10]=[CH:9][CH:23]=[CH:22][CH:21]=1 |^1:0|. Reported procedure: 23 g (1 mol) of sodium are dissolved in 400 ml of ethanol. After cooling, 110 g (1 mol) of thiophenol are added. 197 g (1 mol) of bromoacetaldehyde diethyl acetal are added dropwise to this mixture. The mixture is heated under reflux for 24 hours and cooled and the salt which has precipitated out is filtered off with suction. The filtrate is concentrated, water is added to the evaporation residue and the mixture is extracted 3 times with ether. The combined ether phases are washed with 1N sodium... Yields the product COc1cc2c(-c3cc4c(CNCc5ccccc5)ccnc4n3S(=O)(=O)c3ccc(C)cc3)cn(C)c2cc1OC. Reactants: COc1cc2c(-c3cc4c(C=O)ccnc4n3S(=O)(=O)c3ccc(C)cc3)cn(C)c2cc1OC, NCc1ccccc1. Reaction SMILES: [CH3:1][O:2][c:3]1[cH:4][c:5]2[c:6](-[c:15]3[cH:16][c:17]4[c:18]([n:19][cH:20][cH:21][c:22]4[CH:23]=[O:24])[n:25]3[S:26](=[O:27])(=[O:28])[c:29]3[cH:30][cH:31][c:32]([CH3:35])[cH:33][cH:34]3)[cH:7][n:8]([CH3:14])[c:9]2[cH:10][c:11]1[O:12][CH3:13].[NH2:36][CH2:37][c:38]1[cH:39][cH:40][cH:41][cH:42][cH:43]1>>[CH3:1][O:2][c:3]1[cH:4][c:5]2[c:6](-[c:15]3[cH:16][c:17]4[c:18]([n:19][cH:20][cH:21][c:22]4[CH2:23][NH:36][CH2:37][c:38]4[cH:39][cH:40][cH:41][cH:42][cH:43]4)[n:25]3[S:26](=[O:27])(=[O:28])[c:29]3[cH:30][cH:31][c:32]([CH3:35])[cH:33][cH:34]3)[cH:7][n:8]([CH3:14])[c:9]2[cH:10][c:11]1[O:12][CH3:13]. Reactants: BrC1=NC=C(C=C1)Br (2,5-dibromopyridine), N1(CCNCC1)C(=O)OC(C)(C)C (tert-butyl piperazine-1-carboxylate), C([O-])([O-])=O.[Na+].[Na+] (sodium carbonate). Run in CN1C(CCC1)=O (1-methyl-2-pyrrolidinone). Run at time 4 day. The product is C(C)(C)(C)OC(=O)N1CCN(CC1)C1=NC=C(C=C1)Br (4-(5-Bromopyridin-2-yl)piperazine-1-carboxylic acid tert-butyl ester). The yield is 70.9%. Reaction SMILES: Br[C:2]1[CH:7]=[CH:6][C:5]([Br:8])=[CH:4][N:3]=1.[N:9]1([C:15]([O:17][C:18]([CH3:21])([CH3:20])[CH3:19])=[O:16])[CH2:14][CH2:13][NH:12][CH2:11][CH2:10]1.C(=O)([O-])[O-].[Na+].[Na+]>CN1CCCC1=O>[C:18]([O:17][C:15]([N:9]1[CH2:14][CH2:13][N:12]([C:2]2[CH:7]=[CH:6][C:5]([Br:8])=[CH:4][N:3]=2)[CH2:11][CH2:10]1)=[O:16])([CH3:21])([CH3:19])[CH3:20] |f:2.3.4|. Procedure: In pre-dried apparatus, held under a CaCl2 guard tube, 2,5-dibromopyridine (0.524 g), tert-butyl piperazine-1-carboxylate (0.824 g) and sodium carbonate (0.234 g) were combined in anhydrous 1-methyl-2-pyrrolidinone (10 ml) and heated in an oil bath held at 100° C. for 4 days. The mixture was then cooled, poured onto water (350 ml) and extracted with diethyl ether (3×50 ml). The combined organic extracts were washed with 2% citric acid solution (2×25 ml), water (2×25 ml), saturated brine (20 ml),... Reactants: N(C(=O)C)C1=CC=C(C=C1)C(CCC)=O (p-acetaminobutyrophenone), ice, [OH-].[Na+] (sodium hydroxide). Solvent: Cl (hydrochloric acid). Product: NC1=CC=C(C=C1)C(CCC)=O (p-Aminobutyrophenone). Reaction SMILES: [NH:1]([C:5]1[CH:10]=[CH:9][C:8]([C:11](=[O:15])[CH2:12][CH2:13][CH3:14])=[CH:7][CH:6]=1)C(C)=O.[OH-].[Na+]>Cl>[NH2:1][C:5]1[CH:6]=[CH:7][C:8]([C:11](=[O:15])[CH2:12][CH2:13][CH3:14])=[CH:9][CH:10]=1 |f:1.2|. Reported procedure: 20 g of p-acetaminobutyrophenone are suspended in 40 ml of semi-concentrated hydrochloric acid and the suspension is heated under reflux for 25 minutes and poured into a mixture of 100 ml of ice and 30 ml of concentrated sodium hydroxide solution. The mixture is filtered with suction, then the residue is washed twice with ice-cold water, dried in the atmosphere and recrystallised from methanol/water (20 ml+100 ml). p-Aminobutyrophenone having a melting point of 93°-94° is obtained. Procedure details: 14.4 g of the product described under (a), 6 ml of 35% strength aqueous formaldehyde solution and 10 ml of concentrated hydrochloric acid in 20 ml of methanol are heated under reflux for 1 day. On distilling off the methanol, the product crystallizes out. After cooling, it is filtered off with suction and the resulting product (13.5 g, 91% of theory) is reacted further under (c) without further purification. Solvent: CO (methanol). RXN SMILES: [Cl:1][C:2]1[CH:7]=[CH:6][C:5]([NH:8][CH2:9][CH2:10][C:11]2[CH:16]=[CH:15][CH:14]=[C:13]([O:17][CH3:18])[CH:12]=2)=[CH:4][CH:3]=1.[CH2:19]=O.Cl>CO>[Cl:1][C:2]1[CH:3]=[CH:4][C:5]([N:8]2[CH2:9][CH2:10][C:11]3[C:16](=[CH:15][CH:14]=[C:13]([O:17][CH3:18])[CH:12]=3)[CH2:19]2)=[CH:6][CH:7]=1. Reactants: product, Cl (hydrochloric acid), ClC1=CC=C(C=C1)NCCC1=CC(=CC=C1)OC (N-(4-Chlorophenyl)-2-(3-methoxyphenyl)ethylamine), C=O (formaldehyde). The product is ClC1=CC=C(C=C1)N1CC2=CC=C(C=C2CC1)OC (2-(4-Chlorophenyl)-6-methoxy-1,2,3,4-tetrahydroisoquinoline).